Dataset: the Open Reaction Database (ORD), a public repository of structured organic reaction records. Task: describe an organic reaction: reactants, conditions, products, and yield Reactants: CS(=O)(=O)c1ccc(C2=C(Br)C(=O)C3(CCCC3)O2)cc1, Cc1ccccc1, CCO, [Na+], [Na+], O=C([O-])[O-], OB(O)c1ccccc1, c1ccc(P(c2ccccc2)(c2ccccc2)[Pd](P(c2ccccc2)(c2ccccc2)c2ccccc2)(P(c2ccccc2)(c2ccccc2)c2ccccc2)P(c2ccccc2)(c2ccccc2)c2ccccc2)cc1. The product is CS(=O)(=O)c1ccc(C2=C(c3ccccc3)C(=O)C3(CCCC3)O2)cc1. RXN SMILES: [Br:1][C:2]1=[C:3]([c:12]2[cH:13][cH:14][c:15]([S:18](=[O:19])(=[O:20])[CH3:21])[cH:16][cH:17]2)[O:4][C:5]2([C:6]1=[O:7])[CH2:8][CH2:9][CH2:10][CH2:11]2.[CH3:37][c:38]1[cH:39][cH:40][cH:41][cH:42][cH:43]1.[CH3:44][CH2:45][OH:46].[Na+:22].[Na+:23].[O-:24][C:25](=[O:26])[O-:27].[c:28]1([B:34]([OH:35])[OH:36])[cH:29][cH:30][cH:31][cH:32][cH:33]1.[cH:47]1[cH:48][cH:49][c:50]([P:51]([Pd:52]([P:53]([c:54]2[cH:55][cH:56][cH:57][cH:58][cH:59]2)([c:60]2[cH:61][cH:62][cH:63][cH:64][cH:65]2)[c:66]2[cH:67][cH:68][cH:69][cH:70][cH:71]2)([P:72]([c:73]2[cH:74][cH:75][cH:76][cH:77][cH:78]2)([c:79]2[cH:80][cH:81][cH:82][cH:83][cH:84]2)[c:85]2[cH:86][cH:87][cH:88][cH:89][cH:90]2)[P:91]([c:92]2[cH:93][cH:94][cH:95][cH:96][cH:97]2)([c:98]2[cH:99][cH:100][cH:101][cH:102][cH:103]2)[c:104]2[cH:105][cH:106][cH:107][cH:108][cH:109]2)([c:110]2[cH:111][cH:112][cH:113][cH:114][cH:115]2)[c:116]2[cH:117][cH:118][cH:119][cH:120][cH:121]2)[cH:122][cH:123]1>>[C:2]1([c:28]2[cH:29][cH:30][cH:31][cH:32][cH:33]2)=[C:3]([c:12]2[cH:13][cH:14][c:15]([S:18](=[O:19])(=[O:20])[CH3:21])[cH:16][cH:17]2)[O:4][C:5]2([C:6]1=[O:7])[CH2:8][CH2:9][CH2:10][CH2:11]2. Reactants: C(C1=CC=CC=C1)OC(NCCC=1N(N=C(C1)C)CC)=O ([2-(2-Ethyl-5-methyl-2H-pyrazol-3-yl)-ethyl]-carbamic acid benzyl ester). Reagents/catalysts: [Pd] (Pd—C). The solvent is CO (methanol), CO (methanol). Reaction conditions: time 45 minute. Yields the product C(C)N1N=C(C=C1CCN)C (2-(2-Ethyl-5-methyl-2H-pyrazol-3-yl)-ethylamine). Isolated yield 93.4%. Reaction SMILES: C(OC(=O)[NH:10][CH2:11][CH2:12][C:13]1[N:14]([CH2:19][CH3:20])[N:15]=[C:16]([CH3:18])[CH:17]=1)C1C=CC=CC=1>CO.[Pd]>[CH2:19]([N:14]1[C:13]([CH2:12][CH2:11][NH2:10])=[CH:17][C:16]([CH3:18])=[N:15]1)[CH3:20]. Procedure details: [2-(2-Ethyl-5-methyl-2H-pyrazol-3-yl)-ethyl]-carbamic acid benzyl ester (818 mg, 2.85 mmol) was dissolved in methanol (8 ml) and added to a suspension of Pd—C (10%, 163 mg) in methanol (8 ml), put under an atmosphere of hydrogen (1 bar) and stirring at rt was continued for 45 minutes. The reaction mixture was filtered over a pad of celite and the filtrate was concentrated under reduced pressure to give 408 mg (93.7%) of 2-(2-Ethyl-5-methyl-2H-pyrazol-3-yl)-ethylamine. LC-MS: tR=0.20 min, broad p... Starting materials: COC1(c2ccc(F)cc2)CCC(C#N)(c2ccccc2)CC1, [K+], [OH-], OCCO. The product is COC1(c2ccc(F)cc2)CCC(C(=O)O)(c2ccccc2)CC1. As a reaction SMILES: [F:1][c:2]1[cH:3][cH:4][c:5]([C:8]2([O:22][CH3:23])[CH2:9][CH2:10][C:11]([C:14]#[N:15])([c:16]3[cH:17][cH:18][cH:19][cH:20][cH:21]3)[CH2:12][CH2:13]2)[cH:6][cH:7]1.[K+:25].[OH-:24].[OH:26][CH2:27][CH2:28][OH:29]>>[F:1][c:2]1[cH:3][cH:4][c:5]([C:8]2([O:22][CH3:23])[CH2:9][CH2:10][C:11]([C:14](=[O:24])[OH:26])([c:16]3[cH:17][cH:18][cH:19][cH:20][cH:21]3)[CH2:12][CH2:13]2)[cH:6][cH:7]1. Starting materials: [N+](=O)([O-])C1=CC=C(C=C1)C1=NNC(CC2=C1C=C1C(=C2)OCO1)C (1-(4-Nitrophenyl)-4-methyl-7,8-methylenedioxy-3,4-dihydro-5H-2,3-benzodiazepine), C(C)(=O)OC(C)=O (acetic anhydride). Run in O (water). Run at time 1 hour. Product: [N+](=O)([O-])C1=CC=C(C=C1)C1=NN(C(CC2=C1C=C1C(=C2)OCO1)C)C(C)=O (1-(4-Nitrophenyl)-3-acetyl-4-methyl-7,8-methylenedioxy-3,4-dihydro-5H-2,3-benzodiazepine). Reaction SMILES: [N+:1]([C:4]1[CH:9]=[CH:8][C:7]([C:10]2[C:16]3[CH:17]=[C:18]4[O:23][CH2:22][O:21][C:19]4=[CH:20][C:15]=3[CH2:14][CH:13]([CH3:24])[NH:12][N:11]=2)=[CH:6][CH:5]=1)([O-:3])=[O:2].[C:25](OC(=O)C)(=[O:27])[CH3:26]>O>[N+:1]([C:4]1[CH:5]=[CH:6][C:7]([C:10]2[C:16]3[CH:17]=[C:18]4[O:23][CH2:22][O:21][C:19]4=[CH:20][C:15]=3[CH2:14][CH:13]([CH3:24])[N:12]([C:25](=[O:27])[CH3:26])[N:11]=2)=[CH:8][CH:9]=1)([O-:3])=[O:2]. Reported procedure: A 2.0 g (6.15 mmol) portion of the product of Example 26 was stirred with 10 ml of acetic anhydride at 25° C. for 3 hours then 50 ml of distilled water were added and the stirring was continued for one hour. The yellow precipitate formed was filtered, washed with 3×10 ml of distilled water and dried at 80°-100° C. to obtain 2.6 g of raw product. After recrystallization from 10 ml of ethanol 1.94 g (85.8%) of the aimed product were obtained, m.p.: 140°-142° C. Starting materials: C([O-])([O-])=O.[K+].[K+] (potassium carbonate), ice water, NCC1=NC=CC=C1 (2-(aminomethyl)pyridine), BrCC(=O)OCC (ethyl bromoacetate). Run in CN(C=O)C (dimethylformamide). Conditions: time 8 hour. Product: C(C)OC(=O)CNCC1=NC=CC=C1 (N-(ethoxycarbonylmethyl)-N-(pyridin-2-ylmethyl)amine). Reaction SMILES: C(=O)([O-])[O-].[K+].[K+].[NH2:7][CH2:8][C:9]1[CH:14]=[CH:13][CH:12]=[CH:11][N:10]=1.Br[CH2:16][C:17]([O:19][CH2:20][CH3:21])=[O:18]>CN(C)C=O>[CH2:20]([O:19][C:17]([CH2:16][NH:7][CH2:8][C:9]1[CH:14]=[CH:13][CH:12]=[CH:11][N:10]=1)=[O:18])[CH3:21] |f:0.1.2|. Reported procedure: Finely powdered potassium carbonate (5.8 g) was suspended in a solution of 2-(aminomethyl)pyridine (3.0 g) and ethyl bromoacetate (3.1 ml) in dimethylformamide (30 ml). The mixture was stirred at room temperature overnight, then poured into ice water. The mixture was extracted with ethyl acetate (50 ml×2) and the organic layer was washed with saturated sodium chloride solution (2 times), dried over magnesium sulfate, and evaporated in vacuo. The residue was purified with a silica gel column chro... The reactants are C1=CC=C(C=C1)C2=CC=C(C=C2)CCN (2-(4-biphenyl)ethylamine), ClC(=O)OC1=CC=C(C=C1)F (4-fluorophenyl chloroformate), ClC(=O)OC1=CC=C(C=C1)C (4-methylphenyl chloroformate). Product: C1(=CC=C(C=C1)CCNC(OC1=CC=C(C=C1)C)=O)C1=CC=CC=C1 (4-Methylphenyl 2-(1,1′-biphenyl-4-yl)ethylcarbamate). As a reaction SMILES: [CH:1]1[CH:6]=[CH:5][C:4]([C:7]2[CH:12]=[CH:11][C:10]([CH2:13][CH2:14][NH2:15])=[CH:9][CH:8]=2)=[CH:3][CH:2]=1.ClC(OC1C=CC(F)=CC=1)=O.Cl[C:28]([O:30][C:31]1[CH:36]=[CH:35][C:34]([CH3:37])=[CH:33][CH:32]=1)=[O:29]>>[C:7]1([C:4]2[CH:3]=[CH:2][CH:1]=[CH:6][CH:5]=2)[CH:8]=[CH:9][C:10]([CH2:13][CH2:14][NH:15][C:28](=[O:29])[O:30][C:31]2[CH:36]=[CH:35][C:34]([CH3:37])=[CH:33][CH:32]=2)=[CH:11][CH:12]=1. Procedure: The procedure is carried out in a manner similar to Example 4, replacing the 4-phenylbenzylamine with 2-(4-biphenyl)ethylamine and the 4-fluorophenyl chloroformate with 4-methylphenyl chloroformate. Starting materials: C1CCOC1, CN(C)CCCN, O=C(O)c1cn(C(c2ccccc2)(c2ccccc2)c2ccccc2)c(F)n1. Product: CN(C)CCCNC(=O)c1cn(C(c2ccccc2)(c2ccccc2)c2ccccc2)c(F)n1. As a reaction SMILES: [CH2:36]1[O:37][CH2:38][CH2:39][CH2:40]1.[CH3:29][N:30]([CH2:31][CH2:32][CH2:33][NH2:34])[CH3:35].[F:1][c:2]1[n:3]([C:10]([c:11]2[cH:12][cH:13][cH:14][cH:15][cH:16]2)([c:17]2[cH:18][cH:19][cH:20][cH:21][cH:22]2)[c:23]2[cH:24][cH:25][cH:26][cH:27][cH:28]2)[cH:4][c:5]([C:7](=[O:8])[OH:9])[n:6]1>>[F:1][c:2]1[n:3]([C:10]([c:11]2[cH:12][cH:13][cH:14][cH:15][cH:16]2)([c:17]2[cH:18][cH:19][cH:20][cH:21][cH:22]2)[c:23]2[cH:24][cH:25][cH:26][cH:27][cH:28]2)[cH:4][c:5]([C:7](=[O:8])[NH:34][CH2:33][CH2:32][CH2:31][N:30]([CH3:29])[CH3:35])[n:6]1. Reactants: C(C1=CC=CC=C1)OC[C@@H](OCC1=CC=CC=C1)CO ((S)-(−)-1,2-dibenzylglycerol), C(C)(C)N(C(C)C)CC (N,N-diisopropylethylamine), ClC(Cl)(OC(OC(Cl)(Cl)Cl)=O)Cl (triphosgene). Solvent: ClCCl (dichloromethane), ClCCl (dichloromethane), ClCCl (dichloromethane). Conditions: time 30 minute. Yields the product ClC(=O)OC[C@@H](COCC1=CC=CC=C1)OCC1=CC=CC=C1 ((R)-2,3-bis-benzyloxy-propyl chloroformate). The yield is 200.0%. Reaction SMILES: [CH2:1]([O:8][CH2:9][C@H:10]([CH2:19][OH:20])[O:11][CH2:12][C:13]1[CH:18]=[CH:17][CH:16]=[CH:15][CH:14]=1)[C:2]1[CH:7]=[CH:6][CH:5]=[CH:4][CH:3]=1.C(N(CC)C(C)C)(C)C.[Cl:30][C:31](Cl)([O:33]C(=O)OC(Cl)(Cl)Cl)Cl>ClCCl>[Cl:30][C:31]([O:20][CH2:19][C@H:10]([O:11][CH2:12][C:13]1[CH:18]=[CH:17][CH:16]=[CH:15][CH:14]=1)[CH2:9][O:8][CH2:1][C:2]1[CH:3]=[CH:4][CH:5]=[CH:6][CH:7]=1)=[O:33]. Procedure: A mixture consisting of 0.50 ml (1.98 mmol) of (S)-(−)-1,2-dibenzylglycerol and 0.69 ml (3.96 mmol) of N,N-diisopropylethylamine was dissolved in 5 ml of dichloromethane. The obtained solution was added dropwise to 5 ml of a dichloromethane solution containing 294 mg (0.99 mmol) of triphosgene under cooling on ice. The obtained mixture was stirred at a room temperature for 30 minutes. Thereafter, the reaction solution was concentrated, and the concentrate was then dissolved in 5 ml of dichlorome... As a reaction SMILES: [CH3:1][C:2]1[CH:7]=[CH:6][C:5]([CH2:8][CH2:9]Br)=[CH:4][CH:3]=1.[N+:11]([C:14]1[CH:19]=[CH:18][C:17]([O-:20])=[CH:16][CH:15]=1)([O-:13])=[O:12].[Na+]>CN(C)C=O>[CH3:1][C:2]1[CH:7]=[CH:6][C:5]([CH2:8][CH2:9][O:20][C:17]2[CH:18]=[CH:19][C:14]([N+:11]([O-:13])=[O:12])=[CH:15][CH:16]=2)=[CH:4][CH:3]=1 |f:1.2|. Yields the product CC1=CC=C(C=C1)CCOC1=CC=C(C=C1)[N+](=O)[O-] (4-[2-(4-methylphenyl)ethoxy]nitrobenzene). Starting materials: CC1=CC=C(C=C1)CCBr (2-(4-Methylphenyl)ethyl bromide), [N+](=O)([O-])C1=CC=C(C=C1)[O-].[Na+] (sodium 4-nitrophenolate). Isolated yield 73.8%. Procedure: 2-(4-Methylphenyl)ethyl bromide (X: X=Br) (10 g, 0.05 mole) and sodium 4-nitrophenolate (XI) (8.1 g, 0.05 mole) were added to dimethylformamide (60 ml), and the mixture was reacted at 90° C. for 5 hours. Thereafter, the reaction mixture was treated in the same manner as in Example 12 to obtain 9.5 g of 4-[2-(4-methylphenyl)ethoxy]nitrobenzene (VI) as white crystals (yield, 73.9%). The solvent is CN(C=O)C (dimethylformamide). Starting materials: C(C)(C)(C)OC(NC1=CC(=CC=C1)OC1=C(C=C(C=C1)C(NC1=CC(=CC=C1)Br)=O)NC=1C2=C(N=CN1)N=C(C=C2)C)=O ({3-[4-(3-Bromo-phenylcarbamoyl)-2-(7-methyl-pyrido[2,3-d]pyrimidin-4-ylamino)-phenoxy]-phenyl}-carbamic acid tert-butyl ester), FC(C(=O)O)(F)F (trifluoroacetic acid). Yields the product NC=1C=C(OC2=C(C=C(C(=O)NC3=CC(=CC=C3)Br)C=C2)NC=2C3=C(N=CN2)N=C(C=C3)C)C=CC1 (4-(3-Amino-phenoxy)-N-(3-bromo-phenyl)-3-(7-methyl-pyrido[2,3-d]pyrimidin-4-ylamino)-benzamide), FC(C(=O)O)(F)F (trifluoroacetic acid). Isolated yield 87.0%. As a reaction SMILES: C(OC(=O)[NH:7][C:8]1[CH:13]=[CH:12][CH:11]=[C:10]([O:14][C:15]2[CH:20]=[CH:19][C:18]([C:21](=[O:30])[NH:22][C:23]3[CH:28]=[CH:27][CH:26]=[C:25]([Br:29])[CH:24]=3)=[CH:17][C:16]=2[NH:31][C:32]2[C:33]3[CH:41]=[CH:40][C:39]([CH3:42])=[N:38][C:34]=3[N:35]=[CH:36][N:37]=2)[CH:9]=1)(C)(C)C.[F:44][C:45]([F:50])([F:49])[C:46]([OH:48])=[O:47]>>[NH2:7][C:8]1[CH:9]=[C:10]([CH:11]=[CH:12][CH:13]=1)[O:14][C:15]1[CH:20]=[CH:19][C:18]([C:21]([NH:22][C:23]2[CH:28]=[CH:27][CH:26]=[C:25]([Br:29])[CH:24]=2)=[O:30])=[CH:17][C:16]=1[NH:31][C:32]1[C:33]2[CH:41]=[CH:40][C:39]([CH3:42])=[N:38][C:34]=2[N:35]=[CH:36][N:37]=1.[F:44][C:45]([F:50])([F:49])[C:46]([OH:48])=[O:47]. Procedure details: The product of Example 108 (0.028 g, 0.044 mmol) was treated with trifluoroacetic acid as in the procedure for Example 96. The crude product was purified by trituration in dichloromethane to give the title compound as a trifluoroacetic acid salt (0.025 g, 87%). 1H NMR (300 MHz, DMSO-D6) δ ppm: 2.75 (s, 3 H), 6.24 (d, J=8.09 Hz, 1 H), 6.30 (s, 1 H), 6.39 (d, J=7.72 Hz, 1 H), 7.01 (t, J=7.91 Hz, 1 H), 7.12 (d, J=8.82 Hz, 1 H), 7.25-7.40 (m, 2 H), 7.69-7.78 (m, 1 H, 7.82 (d, J=8.82 Hz, 1 H), 8.03 (...